Dataset: the Open Reaction Database (ORD), a public repository of structured organic reaction records. Task: describe an organic reaction: reactants, conditions, products, and yield The product is CN1CCC(CC1)C=O (1-methyl-4-piperidinecarboxaldehyde). Conditions: time 2 hour. Reported procedure: To a stirred solution of ethyl 1-methylpiperidine-4-carboxylate (3.66 g, 0.0214 mole) in 20 mL of anhydrous ether at -78° under nitrogen gas was added, dropwise, 2 equivalents of diisobutylaluminum hydride (46 mL of a 20% by weight solution in hexane). After the addition (30 min.), the mixture was stirred at -78° for 2 hours. Fifty mL of water was slowly added to decompose the excess hydride. The mixture was stirred at room temperature for one hour. The ether solution was decanted and the aqueou... Isolated yield 86.7%. Solvent: CCOCC (ether), CCCCCC (hexane). Reactants: [H-].C(C(C)C)[Al+]CC(C)C (diisobutylaluminum hydride), [H-] (hydride), CN1CCC(CC1)C(=O)OCC (ethyl 1-methylpiperidine-4-carboxylate), O (water). RXN SMILES: [CH3:1][N:2]1[CH2:7][CH2:6][CH:5]([C:8](OCC)=[O:9])[CH2:4][CH2:3]1.[H-].C([Al+]CC(C)C)C(C)C.O.[H-]>CCOCC.CCCCCC>[CH3:1][N:2]1[CH2:7][CH2:6][CH:5]([CH:8]=[O:9])[CH2:4][CH2:3]1 |f:1.2|. Starting materials: C(C)N1C=NC(=C1)C1=CC2=NC=CC(=C2S1)OC1=C(C=C(C=C1)N)F (4-[2-(1-Ethyl-1H-imidazol-4-yl)-thieno[3,2-b]pyridin-7-yloxy]-3-fluoro-phenylamine), FC1=C(C=CC=C1)CC(=O)N=C=O ((2-fluoro-phenyl)-acetyl isocyanate). Reaction conditions: time 1 hour. The product is C(C)N1C=NC(=C1)C1=CC2=NC=CC(=C2S1)OC1=C(C=C(C=C1)NC(=O)NC(CC1=C(C=CC=C1)F)=O)F (N-(4-(2-(1-Ethyl-1H-imidazol-4-yl)thieno[3,2-b]pyridin-7-yloxy)-3-fluorophenyl carbamoyl)-2-(2-fluorophenyl)acetamide). Isolated yield 42.0%. As a reaction SMILES: [CH2:1]([N:3]1[CH:7]=[C:6]([C:8]2[S:16][C:15]3[C:10](=[N:11][CH:12]=[CH:13][C:14]=3[O:17][C:18]3[CH:23]=[CH:22][C:21]([NH2:24])=[CH:20][C:19]=3[F:25])[CH:9]=2)[N:5]=[CH:4]1)[CH3:2].[F:26][C:27]1[CH:32]=[CH:31][CH:30]=[CH:29][C:28]=1[CH2:33][C:34]([N:36]=[C:37]=[O:38])=[O:35]>>[CH2:1]([N:3]1[CH:7]=[C:6]([C:8]2[S:16][C:15]3[C:10](=[N:11][CH:12]=[CH:13][C:14]=3[O:17][C:18]3[CH:23]=[CH:22][C:21]([NH:24][C:37]([NH:36][C:34](=[O:35])[CH2:33][C:28]4[CH:29]=[CH:30][CH:31]=[CH:32][C:27]=4[F:26])=[O:38])=[CH:20][C:19]=3[F:25])[CH:9]=2)[N:5]=[CH:4]1)[CH3:2]. Procedure details: A mixture of 308 (320 mg, 0.90 mmol) and (2-fluoro-phenyl)-acetyl isocyanate (600 mg, 3.35 mmoL) [A. J. Hill, et al. JACS, 62; 1940; 1595] was stirred for 1 h at room temperature, loaded directly onto a flash chromatography column and gradient eluted with EtOAc, to MeOH/EtOAc(20:80), to afford the title compound 309b in 42% yield as a white solid. 1H NMR (d-DMSO) δ (ppm): 11.10(s, 1H), 10.58(s, 1H), 8.42(d, 1H, J=5.5 Hz), 7.94(d, 1H, J=1.1 Hz), 7.82-7.77(m, 2H), 7.65(s, 1H), 7.45-7.30(m, 4H), 7.... Starting materials: O=C(n1ccnc1)n1ccnc1, CN(C)c1ccncc1, CC(C)NCCC(c1ccccc1)c1ccccc1, CS(=O)(=O)Nc1ccc(-c2csc(N)n2)cc1, CN(C)C=O. Yields the product CC(C)N(CCC(c1ccccc1)c1ccccc1)C(=O)Nc1nc(-c2ccc(NS(C)(=O)=O)cc2)cs1. As a reaction SMILES: [C:1](=[O:2])([n:3]1[cH:4][cH:5][n:6][cH:7]1)[n:8]1[cH:9][cH:10][n:11][cH:12]1.[CH3:49][N:50]([c:51]1[cH:52][cH:53][n:54][cH:55][cH:56]1)[CH3:57].[CH:30]([CH3:31])([CH3:32])[NH:33][CH2:34][CH2:35][CH:36]([c:37]1[cH:38][cH:39][cH:40][cH:41][cH:42]1)[c:43]1[cH:44][cH:45][cH:46][cH:47][cH:48]1.[NH2:13][c:14]1[s:15][cH:16][c:17](-[c:19]2[cH:20][cH:21][c:22]([NH:25][S:26](=[O:27])(=[O:28])[CH3:29])[cH:23][cH:24]2)[n:18]1.[O:58]=[CH:59][N:60]([CH3:61])[CH3:62]>>[C:1](=[O:2])([NH:13][c:14]1[s:15][cH:16][c:17](-[c:19]2[cH:20][cH:21][c:22]([NH:25][S:26](=[O:27])(=[O:28])[CH3:29])[cH:23][cH:24]2)[n:18]1)[N:33]([CH:30]([CH3:31])[CH3:32])[CH2:34][CH2:35][CH:36]([c:37]1[cH:38][cH:39][cH:40][cH:41][cH:42]1)[c:43]1[cH:44][cH:45][cH:46][cH:47][cH:48]1.